From a dataset of the Open Reaction Database (ORD), a public repository of structured organic reaction records. describe an organic reaction: reactants, conditions, products, and yield The reactants are BrC=1C=CC2=C(N(CCO2)C=2SC=3CC(NC(C3N2)=O)(C)C)C1 (2-(6-Bromo-2,3-dihydrobenzo[1,4]oxazin-4-yl)-6,6-dimethyl-6,7-dihydro-[1,3]thiazolo[5,4-d]pyridin-4(5H)-one), C(C1=CC=CC=C1)N1N=CC(=C1)B1OC(C(O1)(C)C)(C)C (1-benzyl-4-(4,4,5,5-tetramethyl-[1,3,2]dioxaborolan-2-yl)-1H-pyrazole), C(=O)([O-])[O-].[K+].[K+] (K2CO3), tetrakis-(triphenylphosphine)palladium(0), O (H2O). Reagents/catalysts: [Br-].C(CCC)[N+](CCCC)(CCCC)CCCC (tetra-n-butylammonium bromide). Solvent: CCOC(=O)C (EtOAc), C1CCOC1 (THF). Yields the product C(C1=CC=CC=C1)N1N=CC(=C1)C=1C=CC2=C(N(CCO2)C=2SC=3C(NC(CC3N2)(C)C)=O)C1 (2-[6-(1-Benzyl-1H-pyrazol-4-yl)-2,3-dihydrobenzo[1,4]oxazin-4-yl]-6,6-dimethyl-6,7-dihydro[1,3]thiazolo[5,4-c]pyridin-4(5H)-one). Yield: 68.0%. RXN SMILES: Br[C:2]1[CH:3]=[CH:4][C:5]2[O:10][CH2:9][CH2:8][N:7]([C:11]3[S:12][C:13]4[CH2:14]C(C)(C)N[C:17](=O)[C:18]=4[N:19]=3)[C:6]=2[CH:23]=1.[CH2:24]([N:31]1[CH:35]=[C:34](B2OC(C)(C)C(C)(C)O2)[CH:33]=[N:32]1)[C:25]1[CH:30]=[CH:29][CH:28]=[CH:27][CH:26]=1.C([O-])([O-])=O.[K+].[K+].[OH2:51]>[Br-].C([N+](CCCC)(CCCC)CCCC)CCC.C1COCC1.CCOC(C)=O>[CH2:24]([N:31]1[CH:35]=[C:34]([C:2]2[CH:3]=[CH:4][C:5]3[O:10][CH2:9][CH2:8][N:7]([C:11]4[S:12][C:13]5[C:14](=[O:51])[NH:7][C:6]([CH3:23])([CH3:5])[CH2:17][C:18]=5[N:19]=4)[C:6]=3[CH:23]=2)[CH:33]=[N:32]1)[C:25]1[CH:26]=[CH:27][CH:28]=[CH:29][CH:30]=1 |f:2.3.4,6.7|. Procedure: A stirred solution of Example 39 (0.051 g, 0.129 mmol), 1-benzyl-4-(4,4,5,5-tetramethyl-[1,3,2]dioxaborolan-2-yl)-1H-pyrazole (0.049 g, 0.173 mmol), K2CO3 (0.054 g, 0.388 mmol), tetra-n-butylammonium bromide (0.124 g, 0.385 mmol), tetrakis-(triphenylphosphine)palladium(0) (0.010 g, 0.009 mmol) and H2O (0.5 mL) in THF (1 mL) was heated to 125° C. under microwave irradiation for 1 h. The reaction mixture was diluted with EtOAc and washed with water and brine. The organic fractions were dried (MgSO... Reactants: BrCc1ccccc1, CCCC[N+](CCCC)(CCCC)CCCC, CCOCC, CCCCCC, CC(=O)O, ClC(Cl)Cl, [H-], [I-], [Na+], [Na], C1CCOC1, O=C([O-])O, Cc1c(-c2ccccc2)n(COCCO)c(=S)[nH]c1=O. Product: Cc1c(-c2ccccc2)n(COCCOCc2ccccc2)c(=S)[nH]c1=O. As a reaction SMILES: [Br:23][CH2:24][c:25]1[cH:26][cH:27][cH:28][cH:29][cH:30]1.[CH2:42]([N+:43]([CH2:44][CH2:45][CH2:46][CH3:47])([CH2:48][CH2:49][CH2:50][CH3:51])[CH2:52][CH2:53][CH2:54][CH3:55])[CH2:56][CH2:57][CH3:58].[CH2:65]([O:66][CH2:67][CH3:68])[CH3:69].[CH3:59][CH2:60][CH2:61][CH2:62][CH2:63][CH3:64].[CH3:74][C:75](=[O:76])[OH:77].[CH:70]([Cl:71])([Cl:72])[Cl:73].[H-:1].[I-:41].[Na+:2].[Na:31].[O:36]1[CH2:37][CH2:38][CH2:39][CH2:40]1.[OH:32][C:33](=[O:34])[O-:35].[OH:3][CH2:4][CH2:5][O:6][CH2:7][n:8]1[c:9](=[S:10])[nH:11][c:12](=[O:13])[c:14]([CH3:15])[c:16]1-[c:17]1[cH:18][cH:19][cH:20][cH:21][cH:22]1>>[O:3]([CH2:4][CH2:5][O:6][CH2:7][n:8]1[c:9](=[S:10])[nH:11][c:12](=[O:13])[c:14]([CH3:15])[c:16]1-[c:17]1[cH:18][cH:19][cH:20][cH:21][cH:22]1)[CH2:24][c:25]1[cH:26][cH:27][cH:28][cH:29][cH:30]1. Reactants: O=C(Cl)OCc1ccccc1, Cl, [Na+], [OH-], O, O=C(O)C1(O)CNC1. Product: O=C(OCc1ccccc1)N1CC(O)(C(=O)O)C1. As a reaction SMILES: [CH2:10]([c:11]1[cH:12][cH:13][cH:14][cH:15][cH:16]1)[O:17][C:18](=[O:19])[Cl:20].[ClH:1].[Na+:22].[OH-:21].[OH2:23].[OH:2][C:3]1([C:7](=[O:8])[OH:9])[CH2:4][NH:5][CH2:6]1>>[OH:2][C:3]1([C:7](=[O:8])[OH:9])[CH2:4][N:5]([C:18]([O:17][CH2:10][c:11]2[cH:12][cH:13][cH:14][cH:15][cH:16]2)=[O:19])[CH2:6]1.